This data is from the Open Reaction Database (ORD), a public repository of structured organic reaction records. The task is: describe an organic reaction: reactants, conditions, products, and yield The reactants are O=C(CP(OC)(OC)=O)CCCCC (dimethyl (2-oxoheptyl)phosphonate), O.[OH-].[Li+] (lithium hydroxide monohydrate), C(C)(=O)O[C@H]1C[C@H]([C@@H]([C@H]1CCCCCCC(=O)OC)C=O)OC1OCCCC1 (methyl 7-[(1R,2R,3R,5S)-5-acetoxy-2-formyl-3-(2-tetrahydropyranyloxy)cyclopentyl]heptanate). The solvent is COC(C)(C)C (t-butyl methyl ether), O (water), COC(C)(C)C (t-butyl methyl ether), O (water). Run at time 2 hour. Product: C(C)(=O)O[C@H]1C[C@H]([C@@H]([C@H]1CCCCCCC(=O)OC)\C=C\C(CCCCC)=O)OC1OCCCC1 (methyl 7-[(1R,2R,3R,5S)-5-acetoxy-2-((E)-3-oxo-1-octenyl)-3-(2-tetrahydropyranyloxy)cyclopentyl]heptanate). The yield is 96.4%. Reaction SMILES: [O:1]=[C:2]([CH2:10][CH2:11][CH2:12][CH2:13][CH3:14])[CH2:3]P(=O)(OC)OC.O.[OH-].[Li+].[C:18]([O:21][C@@H:22]1[C@H:26]([CH2:27][CH2:28][CH2:29][CH2:30][CH2:31][CH2:32][C:33]([O:35][CH3:36])=[O:34])[C@@H:25]([CH:37]=O)[C@H:24]([O:39][CH:40]2[CH2:45][CH2:44][CH2:43][CH2:42][O:41]2)[CH2:23]1)(=[O:20])[CH3:19]>COC(C)(C)C.O>[C:18]([O:21][C@@H:22]1[C@H:26]([CH2:27][CH2:28][CH2:29][CH2:30][CH2:31][CH2:32][C:33]([O:35][CH3:36])=[O:34])[C@@H:25](/[CH:37]=[CH:3]/[C:2](=[O:1])[CH2:10][CH2:11][CH2:12][CH2:13][CH3:14])[C@H:24]([O:39][CH:40]2[CH2:45][CH2:44][CH2:43][CH2:42][O:41]2)[CH2:23]1)(=[O:20])[CH3:19] |f:1.2.3|. Procedure details: To a solution of dimethyl (2-oxoheptyl)phosphonate (12) (0.178 g, 0.801 mmol) in t-butyl methyl ether (2 ml), lithium hydroxide monohydrate (32.5 mg, 0.775 mmol) was added and the mixture was stirred for two hours at room temperature. A solution of methyl 7-[(1R,2R,3R,5S)-5-acetoxy-2-formyl-3-(2-tetrahydropyranyloxy)cyclopentyl]heptanate (2) (0.213 g, 0.535 mmol) in t-butyl methyl ether (2 ml) and water (0.12 ml) were added thereto, and the mixed solution was stirred for one hour at room tempera... Reactants: C(#N)C1=CC=C(C=C1)C(CCCN1CC2CCC(C1)N2C(=O)OC(C)(C)C)OC2=CC(=C(C=C2)OC)OC (tert-Butyl 3-[4-(4-cyanophenyl)-4-(3,4-dimethoxyphenoxy)butyl]-3,8-diazabicyclo[3.2.1]octane-8-carboxylate), C(=O)(C(F)(F)F)O (TFA), CO (MeOH). The solvent is C(Cl)Cl (CH2Cl2), C(Cl)Cl (CH2Cl2). Reaction conditions: time 30 minute. The product is [NH4+].[OH-] (NH4OH), C12CN(CC(CC1)N2)CCCC(OC2=CC(=C(C=C2)OC)OC)C2=CC=C(C#N)C=C2 (4-[4-(3,8-Diazabicyclo[3.2.1]oct-3-yl)-1-(3,4-dimethoxyphenoxy)butyl]benzonitrile). Isolated yield 71.5%. Reaction SMILES: [C:1]([C:3]1[CH:8]=[CH:7][C:6]([CH:9]([O:28][C:29]2[CH:34]=[CH:33][C:32]([O:35][CH3:36])=[C:31]([O:37][CH3:38])[CH:30]=2)[CH2:10][CH2:11][CH2:12][N:13]2[CH2:19][CH:18]3[N:20](C(OC(C)(C)C)=[O:22])[CH:15]([CH2:16][CH2:17]3)[CH2:14]2)=[CH:5][CH:4]=1)#[N:2].C(O)(C(F)(F)F)=O.CO>C(Cl)Cl>[NH4+:2].[OH-:22].[CH:18]12[NH:20][CH:15]([CH2:16][CH2:17]1)[CH2:14][N:13]([CH2:12][CH2:11][CH2:10][CH:9]([C:6]1[CH:7]=[CH:8][C:3]([C:1]#[N:2])=[CH:4][CH:5]=1)[O:28][C:29]1[CH:34]=[CH:33][C:32]([O:35][CH3:36])=[C:31]([O:37][CH3:38])[CH:30]=1)[CH2:19]2 |f:4.5|. Procedure details: To a solution of tert-butyl 3-[4-(4-cyanophenyl)-4-(3,4-dimethoxyphenoxy)butyl]-3,8-diazabicyclo[3.2.1]octane-8-carboxylate (17.3 g, 33.2 mmol; from step (a) above) in CH2Cl2 (600 mL) was added TFA (130 mL). The resulting solution was stirred for 30 min then concentrated in vacuo. The residue was neutralized with aqueous Na2CO3, extracted with CH2Cl2 (3×), dried (Na2SO4), filtered and concentrated in vacuo to give an oil. Flash chromatography on silica gel eluting with CH2Cl2:MeOH:concentrated N... Starting materials: BrB(Br)Br, CCSc1nc(N2CCOCC2)cc(C)c1C(=O)NCc1ccc(F)cc1OC, CO, ClCCl, [Na+], O=C([O-])O. Product: CCSc1nc(N2CCOCC2)cc(C)c1C(=O)NCc1ccc(F)cc1O. Reaction SMILES: [B:30]([Br:31])([Br:32])[Br:33].[CH2:1]([CH3:2])[S:3][c:4]1[n:5][c:6]([N:24]2[CH2:25][CH2:26][O:27][CH2:28][CH2:29]2)[cH:7][c:8]([CH3:23])[c:9]1[C:10](=[O:11])[NH:12][CH2:13][c:14]1[c:15]([O:21][CH3:22])[cH:16][c:17]([F:20])[cH:18][cH:19]1.[CH3:42][OH:43].[Cl:39][CH2:40][Cl:41].[Na+:38].[O-:34][C:35]([OH:36])=[O:37]>>[CH2:1]([CH3:2])[S:3][c:4]1[n:5][c:6]([N:24]2[CH2:25][CH2:26][O:27][CH2:28][CH2:29]2)[cH:7][c:8]([CH3:23])[c:9]1[C:10](=[O:11])[NH:12][CH2:13][c:14]1[c:15]([OH:21])[cH:16][c:17]([F:20])[cH:18][cH:19]1. The reactants are C(C(C)C)(=O)OCC (ethyl isobutyrate), C(C#C)Br (propargyl bromide), solution, [Li+].CC(C)[N-]C(C)C (LDA), C1CCCCC1 (cyclohexane), [NH4+].[Cl-] (NH4Cl). Run in C1CCOC1 (THF). Reaction conditions: temperature -78 celsius, time 1 hour. The product is CC(C(=O)OCC)(CC#C)C (ethyl 2,2-dimethylpent-4-ynoate). Yield: 95.0%. RXN SMILES: [Li+].[CH3:2]C([N-]C(C)C)C.[CH2:9]1[CH2:14][CH2:13][CH2:12][CH2:11]C1.[C:15]([O:20][CH2:21][CH3:22])(=[O:19])C(C)C.C(Br)C#C.[NH4+].[Cl-]>C1COCC1>[CH3:2][C:12]([CH3:11])([CH2:13][C:14]#[CH:9])[C:15]([O:20][CH2:21][CH3:22])=[O:19] |f:0.1,5.6|. Reported procedure: To a cold (−78° C.) solution of THF (100 ml) is added a 1.5M solution of LDA in cyclohexane (260 mL, 390 mmol) via cannulation, followed by the addition of ethyl isobutyrate. The mixture is allowed to stir at −78° C. for 1 hr then propargyl bromide is added dropwise. The reaction mixture is allowed to warm to 23° C. then stirred overnight. The mixture is then treated with saturated aqueous NH4Cl, extracted with EtOAc, dried over magnesium sulfate, filtered, then concentrated in vacuo to give the... The reactants are FC(C=1C=CC2=C(C(=NCC(N2)=S)C2=C(C=CC=C2)Cl)C1)(F)F (1,3-dihydro-7-trifluoromethyl-5-(o-chlorophenyl)-2H-1,4-benzodiazepine-2-thione), OCC(=O)NN (hydroxyacetic acid hydrazide). The solvent is C(CCC)O (n-butyl alcohol). The product is FC(C=1C=CC2=C(C(=NCC=3N2C(=NN3)CO)C3=C(C=CC=C3)Cl)C1)(F)F (8-trifluoromethyl-1-(hydroxymethyl)-6-(o-chlorophenyl)-4H-s-triazolo[4,3-a][1,4]benzodiazepine). As a reaction SMILES: [F:1][C:2]([F:23])([F:22])[C:3]1[CH:4]=[CH:5][C:6]2[NH:12][C:11](=S)[CH2:10][N:9]=[C:8]([C:14]3[CH:19]=[CH:18][CH:17]=[CH:16][C:15]=3[Cl:20])[C:7]=2[CH:21]=1.[OH:24][CH2:25][C:26]([NH:28][NH2:29])=O>C(O)CCC>[F:1][C:2]([F:23])([F:22])[C:3]1[CH:4]=[CH:5][C:6]2[N:12]3[C:26]([CH2:25][OH:24])=[N:28][N:29]=[C:11]3[CH2:10][N:9]=[C:8]([C:14]3[CH:19]=[CH:18][CH:17]=[CH:16][C:15]=3[Cl:20])[C:7]=2[CH:21]=1. Procedure details: In the manner given in Example 1, a solution of 1,3-dihydro-7-trifluoromethyl-5-(o-chlorophenyl)-2H-1,4-benzodiazepine-2-thione and hydroxyacetic acid hydrazide in n-butyl alcohol is refluxed to give 8-trifluoromethyl-1-(hydroxymethyl)-6-(o-chlorophenyl)-4H-s-triazolo[4,3-a][1,4]benzodiazepine. Preparation 5 1-(Hydroxymethyl)-6-(o-chlorophenyl)-4H-s-triazolo[4,3-a][1,4]benzodiazepine Product: OC1=CC2=C(N(C(O2)=O)C)C=C1 (6-hydroxy-3-methyl-1,3-benzoxazol-2(3H)-one). Procedure: Following the procedure as described in PREPARATION 19C, and making non-critical variations using 6-{[tert-butyl(dimethyl)silyl]oxy}-3-methyl-1,3-benzoxazol-2(3H)-one to replace 5-{[tert-butyl(dimethyl)silyl]oxy}-3-methyl-1,3-benzoxazol-2(3H)-one, 6-hydroxy-3-methyl-1,3-benzoxazol-2(3H)-one was obtained (99%) as a tan solid: 1H NMR (300 MHz, DMSO-d6) δ9.50 (br s, 1H), 7.02 (d, J=8.4 Hz, 1H), 6.75 (d, J=2.1 Hz, 1H), 6.62 (dd, J=8.4, 2.1 Hz, 1H), 3.27 (s, 3H); MS (ES−) m/z 164.2 (M−1). Starting materials: 19C, [Si](C)(C)(C(C)(C)C)OC1=CC2=C(N(C(O2)=O)C)C=C1 (6-{[tert-butyl(dimethyl)silyl]oxy}-3-methyl-1,3-benzoxazol-2(3H)-one), [Si](C)(C)(C(C)(C)C)OC=1C=CC2=C(N(C(O2)=O)C)C1 (5-{[tert-butyl(dimethyl)silyl]oxy}-3-methyl-1,3-benzoxazol-2(3H)-one). Reaction SMILES: [Si]([O:8][C:9]1[CH:19]=[CH:18][C:12]2[N:13]([CH3:17])[C:14](=[O:16])[O:15][C:11]=2[CH:10]=1)(C(C)(C)C)(C)C.[Si](OC1C=CC2OC(=O)N(C)C=2C=1)(C(C)(C)C)(C)C>>[OH:8][C:9]1[CH:19]=[CH:18][C:12]2[N:13]([CH3:17])[C:14](=[O:16])[O:15][C:11]=2[CH:10]=1. The reactants are CO (Methanol), II (iodine), [BH4-].[Na+] (sodium borohydride), ClC1=C(C=CC=C1)CC(=O)NC (2-(2-chlorophenyl)-N-methylacetamide). Solvent: C1CCOC1 (THF), C1CCOC1 (THF). Run at temperature 0 celsius. Yields the product ClC1=C(C=CC=C1)CCNC (N-[2-(2-chlorophenyl)ethyl]-N-methylamine). The yield is 18.8%. RXN SMILES: II.[BH4-].[Na+].[Cl:5][C:6]1[CH:11]=[CH:10][CH:9]=[CH:8][C:7]=1[CH2:12][C:13]([NH:15][CH3:16])=O.CO>C1COCC1>[Cl:5][C:6]1[CH:11]=[CH:10][CH:9]=[CH:8][C:7]=1[CH2:12][CH2:13][NH:15][CH3:16] |f:1.2|. Reported procedure: At 0° C., a solution of iodine (29.9 g, 0.12 mol) in THF (100 ml) was added dropwise to a suspension of sodium borohydride (11.1 g, 0.29 mol) and 2-(2-chlorophenyl)-N-methylacetamide (21.6 g, 0.12 mol) in THF (150 ml). After the addition was completed, the reaction mixture was heated to reflux for 16 hours. It was cooled to 0° C. Methanol (150 ml) was added dropwise. The solvent was removed in vacuo. The residue was dissolved in a mixture of tert-butyl methyl ether (200 ml) and a 20% aqueous sol...